From a dataset of the Open Reaction Database (ORD), a public repository of structured organic reaction records. describe an organic reaction: reactants, conditions, products, and yield Starting materials: C(C1=CC=CC=C1)(=O)O[C@@H]1[C@H](O[C@@H]([C@H]1OC(C1=CC=CC=C1)=O)COC(C1=CC=CC=C1)=O)N1C(=O)NC(=O)C(C)=C1 (1-(2',3',5'-Tri-O-benzoyl-α-D-arabinofuranosyl)thymine), C[O-].[Na+] (sodium methoxide). Run in CO (methanol). Run at time 8 hour. Yields the product [C@H]1([C@@H](O)[C@H](O)[C@H](O1)CO)N1C(=O)NC(=O)C(C)=C1 (1-α-D-Arabinofuranosylthymine). Reaction SMILES: C([O:9][C@H:10]1[C@H:14]([O:15]C(=O)C2C=CC=CC=2)[C@@H:13]([CH2:24][O:25]C(=O)C2C=CC=CC=2)[O:12][C@@H:11]1[N:34]1[CH:42]=[C:40]([CH3:41])[C:38](=[O:39])[NH:37][C:35]1=[O:36])(=O)C1C=CC=CC=1.C[O-].[Na+]>CO>[C@H:11]1([N:34]2[CH:42]=[C:40]([CH3:41])[C:38](=[O:39])[NH:37][C:35]2=[O:36])[O:12][C@H:13]([CH2:24][OH:25])[C@@H:14]([OH:15])[C@@H:10]1[OH:9] |f:1.2|. Procedure: 1-(2',3',5'-Tri-O-benzoyl-α-D-arabinofuranosyl)thymine (18.6 g, 32.6 mmol) was dissolved in dry methanol and adjusted to pH 11 (as indicated by moist pH test paper) with freshly prepared sodium methoxide. After being stirred overnight, the solution was treated with Dowex-50 H+ resin, filtered, and evaporated to dryness. The residue was washed with ethyl acetate and dried, giving a crude yield of 8.0 g (69%). This was used without further purification. Its identity as Compound II was established ... The reactants are ClC1=NC(=CC=C1)OC1=CC=C(C=C1)OC (2-chloro-6-(4-methoxyphenoxy)pyridine), Br (hydrobromic acid). The solvent is O (water). Product: ClC1=CC=CC(=N1)OC1=CC=C(C=C1)O (4((6-Chloro-2-pyridyl)oxy)phenol). Reaction SMILES: [Cl:1][C:2]1[CH:7]=[CH:6][CH:5]=[C:4]([O:8][C:9]2[CH:14]=[CH:13][C:12]([O:15]C)=[CH:11][CH:10]=2)[N:3]=1.Br>O>[Cl:1][C:2]1[N:3]=[C:4]([O:8][C:9]2[CH:14]=[CH:13][C:12]([OH:15])=[CH:11][CH:10]=2)[CH:5]=[CH:6][CH:7]=1. Procedure details: A mixture of 11 grams of 2-chloro-6-(4-methoxyphenoxy)pyridine, prepared above in Example IX and 100 milliliters of 48 percent hydrobromic acid was heated at reflux overnight. The reaction mixture was cooled and diluted with water. The 4-((6-chloro-2-pyridyl)oxy)phenol separated out as a yellow crystalline solid which was isolated by filtration. The product was recovered in a yield of 10 grams (97 percent of theoretical) and melted at 125°-130° C.